Task: describe an organic reaction: reactants, conditions, products, and yield. Dataset: the Open Reaction Database (ORD), a public repository of structured organic reaction records Reactants: Cl.CC1(CCNCC1)CCNC(OCC1=CC(=NO1)C(NC)=O)=O (3-methylcarbamoylisoxazol-5-ylmethyl [2-(4-methylpiperidin-4-yl)ethyl]carbamate hydrochloride), ClC1=NC=CC(=N1)C(F)(F)F (2-chloro-4-trifluoromethylpyrimidine), C(C)(C)N(C(C)C)CC (N,N-diisopropylethylamine). Run in C(C)#N (acetonitrile). The product is CC1(CCN(CC1)C1=NC=CC(=N1)C(F)(F)F)CCNC(OCC1=CC(=NO1)C(NC)=O)=O (3-Methylcarbamoylisoxazol-5-ylmethyl {2-[4-Methyl-1-(4-trifluoromethylpyrimidin-2-yl)piperidin-4-yl]ethyl}carbamate). Yield: 74.3%. RXN SMILES: Cl.[CH3:2][C:3]1([CH2:9][CH2:10][NH:11][C:12](=[O:24])[O:13][CH2:14][C:15]2[O:19][N:18]=[C:17]([C:20](=[O:23])[NH:21][CH3:22])[CH:16]=2)[CH2:8][CH2:7][NH:6][CH2:5][CH2:4]1.Cl[C:26]1[N:31]=[C:30]([C:32]([F:35])([F:34])[F:33])[CH:29]=[CH:28][N:27]=1.C(N(CC)C(C)C)(C)C>C(#N)C>[CH3:2][C:3]1([CH2:9][CH2:10][NH:11][C:12](=[O:24])[O:13][CH2:14][C:15]2[O:19][N:18]=[C:17]([C:20](=[O:23])[NH:21][CH3:22])[CH:16]=2)[CH2:4][CH2:5][N:6]([C:26]2[N:31]=[C:30]([C:32]([F:35])([F:34])[F:33])[CH:29]=[CH:28][N:27]=2)[CH2:7][CH2:8]1 |f:0.1|. Procedure details: The process is performed according to the procedure described in Example 12 (step 12.5.). Starting with 0.30 g (0.83 mmol) of 3-methylcarbamoylisoxazol-5-ylmethyl [2-(4-methylpiperidin-4-yl)ethyl]carbamate hydrochloride, 0.23 g (1.25 mmol) of 2-chloro-4-trifluoromethylpyrimidine and 430 μL (2.49 mmol) of N,N-diisopropylethylamine, dissolved in 2.77 mL of acetonitrile, 0.29 g of expected product is obtained in the form of a powder. The reactants are NCC1=CC=C(CN(C2CCCC=3C=CC=NC23)CC2=NC3=C(N2)C=CC=C3)C=C1 ((4-aminomethyl-benzyl)-(1H-benzimidazol-2-ylmethyl)-(5,6,7,8-tetrahydro-quinolin-8-yl)-amine), C1(=CC=CC=C1)N=C=O (phenyl isocyanate), resultant solution. The solvent is C(Cl)Cl (CH2Cl2). Product: N1C(=NC2=C1C=CC=C2)CN(C2CCCC=1C=CC=NC21)CC2=CC=C(CNC(=O)NC1=CC=CC=C1)C=C2 (1-(4-{[(1H-Benzimidazol-2-ylmethyl)-(5,6,7,8-tetrahydro-quinolin-8-yl)-amino]-methyl}-benzyl)-3-phenyl-urea). Isolated yield 72.3%. Reaction SMILES: [NH2:1][CH2:2][C:3]1[CH:30]=[CH:29][C:6]([CH2:7][N:8]([CH2:19][C:20]2[NH:24][C:23]3[CH:25]=[CH:26][CH:27]=[CH:28][C:22]=3[N:21]=2)[CH:9]2[C:18]3[N:17]=[CH:16][CH:15]=[CH:14][C:13]=3[CH2:12][CH2:11][CH2:10]2)=[CH:5][CH:4]=1.[C:31]1([N:37]=[C:38]=[O:39])[CH:36]=[CH:35][CH:34]=[CH:33][CH:32]=1>C(Cl)Cl>[NH:24]1[C:23]2[CH:25]=[CH:26][CH:27]=[CH:28][C:22]=2[N:21]=[C:20]1[CH2:19][N:8]([CH2:7][C:6]1[CH:5]=[CH:4][C:3]([CH2:2][NH:1][C:38]([NH:37][C:31]2[CH:36]=[CH:35][CH:34]=[CH:33][CH:32]=2)=[O:39])=[CH:30][CH:29]=1)[CH:9]1[C:18]2[N:17]=[CH:16][CH:15]=[CH:14][C:13]=2[CH2:12][CH2:11][CH2:10]1. Procedure: To a cold (0° C.) solution of (4-aminomethyl-benzyl)-(1H-benzimidazol-2-ylmethyl)-(5,6,7,8-tetrahydro-quinolin-8-yl)-amine (0.136 g, 0.34 mmol) in CH2Cl2 (3.5 mL) was added phenyl isocyanate (41 μL, 0.38 mmol) and the resultant solution was stirred for 50 minutes. The cooling bath was removed and the mixture was concentrated under reduced pressure. Purification of the crude material by column chromatography on silica gel (25:1:1 CH2Cl2—CH3OH—NH4OH) provided the free base of the title compound (0... The reactants are COC=1N=C2C(=C(C=NC2=CC1)[N+](=O)[O-])O (6-methoxy-3-nitro-1,5-naphthyridin-4-ol), P(Br)(Br)Br (PBr3). Solvent: CN(C)C=O (DMF). Reaction conditions: temperature 65 celsius, time 60 minute. The product is BrC=1C(=CN=C2C=CC(=NC12)OC)[N+](=O)[O-] (8-bromo-2-methoxy-7-nitro-1,5-naphthyridine). Isolated yield 92.0%. As a reaction SMILES: [CH3:1][O:2][C:3]1[N:4]=[C:5]2[C:10](=[CH:11][CH:12]=1)[N:9]=[CH:8][C:7]([N+:13]([O-:15])=[O:14])=[C:6]2O.P(Br)(Br)[Br:18]>CN(C=O)C>[Br:18][C:6]1[C:7]([N+:13]([O-:15])=[O:14])=[CH:8][N:9]=[C:10]2[C:5]=1[N:4]=[C:3]([O:2][CH3:1])[CH:12]=[CH:11]2. Reported procedure: The compound of Example 2 (132.3 g, 1 eq.) was suspended in DMF (1200 mL) at 20° C. and PBr3 (68 mL, 1.2 eq.) was added over a period of 15 min. The mixture was stirred at 65° C. for 60 min, cooled to 20° C., poured on ice (800 g) and filtered. The product was slurried in ethanol (500 mL), filtered and dried on a rotary evaporator at 65° C., affording a yellow solid (155.8 g; 92% yield). Starting materials: Br.OC(C)(C)C=1C=CC=2N(C1)C=C(N2)C(=O)C2=CC=CC=C2 ([6-(1-hydroxy-1-methylethyl)imidazo[1,2-a]pyridin-2-yl](phenyl)methanone hydrobromide). Solvent: ClCCl (dichloromethane), C([O-])(O)=O.[Na+] (sodium bicarbonate). The product is OC(C)(C)C=1C=CC=2N(C1)C=C(N2)C(=O)C2=CC=CC=C2 ([6-(1-hydroxy-1-methylethyl)imidazo[1,2-a]pyridin-2-yl] (phenyl)methanone). Yield: 81.6%. RXN SMILES: Br.[OH:2][C:3]([C:6]1[CH:7]=[CH:8][C:9]2[N:10]([CH:12]=[C:13]([C:15]([C:17]3[CH:22]=[CH:21][CH:20]=[CH:19][CH:18]=3)=[O:16])[N:14]=2)[CH:11]=1)([CH3:5])[CH3:4]>ClCCl.C(=O)(O)[O-].[Na+]>[OH:2][C:3]([C:6]1[CH:7]=[CH:8][C:9]2[N:10]([CH:12]=[C:13]([C:15]([C:17]3[CH:22]=[CH:21][CH:20]=[CH:19][CH:18]=3)=[O:16])[N:14]=2)[CH:11]=1)([CH3:5])[CH3:4] |f:0.1,3.4|. Procedure details: 300 mg of [6-(1-hydroxy-1-methylethyl)imidazo[1,2-a]pyridin-2-yl](phenyl)methanone hydrobromide (1:1) are taken up in a mixture of 100 mL of dichloromethane and 30 mL of saturated sodium bicarbonate solution. The organic phase is separated out by settling, dried and concentrated to dryness to give 190 mg of [6-(1-hydroxy-1-methylethyl)imidazo[1,2-a]pyridin-2-yl] (phenyl)methanone, which is dissolved in 5 mL of xylene and refluxed for 2 hours, after addition of 6.5 mg of para-toluenesulfonic acid... The reactants are CC1(CC1)C1CCC(CC1)=O (4-(1 -methylcyclopropyl)cyclohexanone), N (NH3), [H][H] (hydrogen). The reagents and catalysts are [Rh] (Rh/C). The solvent is CO (methanol). Yields the product CC1(CC1)[C@H]1CC[C@H](CC1)N (cis-4-(1-Methylcyclopropyl)cyclohexylamine). Reaction SMILES: [CH3:1][C:2]1([CH:5]2[CH2:10][CH2:9][C:8](=O)[CH2:7][CH2:6]2)[CH2:4][CH2:3]1.[NH3:12].[H][H]>CO.[Rh]>[CH3:1][C:2]1([C@@H:5]2[CH2:10][CH2:9][C@H:8]([NH2:12])[CH2:7][CH2:6]2)[CH2:4][CH2:3]1. Procedure details: 11.0 g (72.3 mmol) of 4-(1 -methylcyclopropyl)cyclohexanone were stirred for 24 hours with 7.0 g (410 mmol) of NH3 dissolved in 120 ml of methanol, in the presence of 3.0 g of Rh/C (5%) at a hydrogen pressure of 20 bar and at a reaction temperature of 50° C. The reaction solution was filtered and the filtrate was concentrated. 9.8 g (88% of theory) were obtained of a colorless oil which was reacted without further purification.